Dataset: the Open Reaction Database (ORD), a public repository of structured organic reaction records. Task: describe an organic reaction: reactants, conditions, products, and yield Starting materials: CC1(C)CCCOc2c(N)cccc21, CCNC(=O)c1cccc(F)c1Nc1nc(Cl)ncc1Cl. Yields the product CCNC(=O)c1cccc(F)c1Nc1nc(Nc2cccc3c2OCCCC3(C)C)ncc1Cl. Reaction SMILES: [CH3:1][C:2]1([CH3:14])[c:3]2[c:4]([c:9]([NH2:13])[cH:10][cH:11][cH:12]2)[O:5][CH2:6][CH2:7][CH2:8]1.[Cl:15][c:16]1[n:17][cH:18][c:19]([Cl:35])[c:20]([NH:22][c:23]2[c:24]([C:25](=[O:26])[NH:27][CH2:28][CH3:29])[cH:30][cH:31][cH:32][c:33]2[F:34])[n:21]1>>[CH3:1][C:2]1([CH3:14])[c:3]2[c:4]([c:9]([NH:13][c:16]3[n:17][cH:18][c:19]([Cl:35])[c:20]([NH:22][c:23]4[c:24]([C:25](=[O:26])[NH:27][CH2:28][CH3:29])[cH:30][cH:31][cH:32][c:33]4[F:34])[n:21]3)[cH:10][cH:11][cH:12]2)[O:5][CH2:6][CH2:7][CH2:8]1. As a reaction SMILES: [CH3:1][CH:2]([CH3:19])[CH2:3][N:4]([CH2:11][C:12]1[S:16][C:15]([CH3:17])=[N:14][C:13]=1[CH3:18])[CH:5]1[CH2:10][CH2:9][NH:8][CH2:7][CH2:6]1.[C:20]([OH:29])(=[O:28])[C@@H:21]([C@H:23]([C:25]([OH:27])=[O:26])[OH:24])[OH:22]>CO>[C:25]([CH:23]([CH:21]([C:20]([OH:29])=[O:28])[OH:22])[OH:24])([OH:27])=[O:26].[CH3:1][CH:2]([CH3:19])[CH2:3][N:4]([CH2:11][C:12]1[S:16][C:15]([CH3:17])=[N:14][C:13]=1[CH3:18])[CH:5]1[CH2:10][CH2:9][NH:8][CH2:7][CH2:6]1 |f:3.4|. Procedure: N-(2-Methylpropyl)-N-[(2,4-dimethyl-1,3-thiazol-5-yl)methyl]piperidin-4-amine (0.70 g, 2.49 mmol) and L-tartaric acid (0.37 g, 2.49 mmol) are dissolved in methanol (25 ml). The solution is stirred for 1.5 h and concentrated. The solid is dried in a vacuum oven overnight to yield (1.05 g, 98%) N-(2-methylpropyl)-N-[(2,4-dimethyl-1,3-thiazol-5-yl)methyl]piperidin-4-amine tartrate: mass spectrum (ion spray): m/z=282.2 (M+1); 1H NMR (CD3OD): δ=4.45 (2H, s), 3.77 (2H, s), 3.47 (2H, brd), 3.00-2.91 (2... Reactants: CC(CN(C1CCNCC1)CC1=C(N=C(S1)C)C)C (N-(2-Methylpropyl)-N-[(2,4-dimethyl-1,3-thiazol-5-yl)methyl]piperidin-4-amine), C([C@H](O)[C@@H](O)C(=O)O)(=O)O (L-tartaric acid). Yields the product C(=O)(O)C(O)C(O)C(=O)O.CC(CN(C1CCNCC1)CC1=C(N=C(S1)C)C)C (N-(2-methylpropyl)-N-[(2,4-dimethyl-1,3-thiazol-5-yl)methyl]piperidin-4-amine tartrate). Run at time 1.5 hour. Yield: 97.7%. The solvent is CO (methanol). Starting materials: CN1CCNCC1, CCO, Fc1ccccc1-c1nc2c(Cl)ncnc2n1-c1ccc(Cl)cc1. Product: CN1CCN(c2ncnc3c2nc(-c2ccccc2F)n3-c2ccc(Cl)cc2)CC1. RXN SMILES: [CH3:25][N:26]1[CH2:27][CH2:28][NH:29][CH2:30][CH2:31]1.[CH3:32][CH2:33][OH:34].[Cl:1][c:2]1[c:3]2[n:4][c:5](-[c:18]3[c:19]([F:24])[cH:20][cH:21][cH:22][cH:23]3)[n:6](-[c:11]3[cH:12][cH:13][c:14]([Cl:17])[cH:15][cH:16]3)[c:7]2[n:8][cH:9][n:10]1>>[c:2]1([N:29]2[CH2:28][CH2:27][N:26]([CH3:25])[CH2:31][CH2:30]2)[c:3]2[n:4][c:5](-[c:18]3[c:19]([F:24])[cH:20][cH:21][cH:22][cH:23]3)[n:6](-[c:11]3[cH:12][cH:13][c:14]([Cl:17])[cH:15][cH:16]3)[c:7]2[n:8][cH:9][n:10]1. Reactants: CC1=C(C(=O)OCC)C=CC(=N1)C (ethyl 2,6-dimethylnicotinate), [H-].[H-].[H-].[H-].[Li+].[Al+3] (LiAlH4). Solvent: C1CCOC1 (THF). Conditions: temperature 0 celsius, time 5 minute. The product is CC1=NC(=CC=C1CO)C ((2,6-dimethylpyridin-3-yl)methanol). As a reaction SMILES: [CH3:1][C:2]1[N:12]=[C:11]([CH3:13])[CH:10]=[CH:9][C:3]=1[C:4](OCC)=[O:5].[H-].[H-].[H-].[H-].[Li+].[Al+3]>C1COCC1>[CH3:1][C:2]1[C:3]([CH2:4][OH:5])=[CH:9][CH:10]=[C:11]([CH3:13])[N:12]=1 |f:1.2.3.4.5.6|. Procedure: To a solution of ethyl 2,6-dimethylnicotinate (1.0 g, 5.6 mmol) in THF (20 mL) at 0° C. was added LiAlH4 (318 mg, 8.4 mmol). The resulting mixture was stirred at 0° C. for 5 min and then warmed to room temperature for 1 hour. Quenched with 0.3 mL water, 0.3 mL 15% NaOH solution and then with 1 mL water sequentially. After stirred at room temperature for 15 min, sodium sulfate was added to the mixture and stirred for another 15 min and then filtered. The resulting solution was concentrated to aff... Reactants: C(C)(=O)OCCN(C=1C=C2C(C(=CN(C2=CC1)C)C(=O)OCC)=O)CC (ethyl 6-[[2-(acetyloxy)ethyl](ethyl)amino]-1-methyl-4-oxo-1,4-dihydro-3-quinolinecarboxylate), 16, ClC1=CC=C(CN)C=C1 (p-chlorobenzylamine). Reaction conditions: temperature 190 celsius. Product: ClC1=CC=C(CNC(=O)C2=CN(C3=CC=C(C=C3C2=O)N(CCO)CC)C)C=C1 (N-(4-Chlorobenzyl)-6-[ethyl(2-hydroxyethyl)amino]-1-methyl-4-oxo-1,4-dihydro-3-quinolinecarboxamide). Reaction SMILES: C([O:4][CH2:5][CH2:6][N:7]([CH2:25][CH3:26])[C:8]1[CH:9]=[C:10]2[C:15](=[CH:16][CH:17]=1)[N:14]([CH3:18])[CH:13]=[C:12]([C:19]([O:21]CC)=O)[C:11]2=[O:24])(=O)C.[Cl:27][C:28]1[CH:35]=[CH:34][C:31]([CH2:32][NH2:33])=[CH:30][CH:29]=1>>[Cl:27][C:28]1[CH:35]=[CH:34][C:31]([CH2:32][NH:33][C:19]([C:12]2[C:11](=[O:24])[C:10]3[C:15](=[CH:16][CH:17]=[C:8]([N:7]([CH2:25][CH3:26])[CH2:6][CH2:5][OH:4])[CH:9]=3)[N:14]([CH3:18])[CH:13]=2)=[O:21])=[CH:30][CH:29]=1. Procedure details: To a flask containing ethyl 6-[[2-(acetyloxy)ethyl](ethyl)amino]-1-methyl-4-oxo-1,4-dihydro-3-quinolinecarboxylate from Preparation No. 16 (0.22 g) is added p-chlorobenzylamine (1.0 mL). The reaction is tightly capped and heated to 190° C. overnight. The reaction is cooled to room temperature. The residue is adsorbed onto silica and chromatographed on silica eluting with 4% to 8% methanol in dichloromethane. The product-containing fractions are evaporated to give 0.12 g of the title compound as ... Reactants: [Al+3], COC(Cl)Cl, [Cl-], [Cl-], [Cl-], ClCCl, Cl, O=C(O)C1CCc2ccccc2O1. Product: O=Cc1ccc2c(c1)CCC(C(=O)O)O2. Reaction SMILES: [Al+3:15].[CH3:18][O:19][CH:20]([Cl:21])[Cl:22].[Cl-:14].[Cl-:16].[Cl-:17].[Cl:24][CH2:25][Cl:26].[ClH:23].[O:1]1[CH:2]([C:11](=[O:12])[OH:13])[CH2:3][CH2:4][c:5]2[cH:6][cH:7][cH:8][cH:9][c:10]21>>[O:1]1[CH:2]([C:11](=[O:12])[OH:13])[CH2:3][CH2:4][c:5]2[cH:6][c:7]([CH:18]=[O:19])[cH:8][cH:9][c:10]21. RXN SMILES: [CH3:1][O:2][C:3]1[C:4](=[O:31])[C:5]([CH3:30])=[C:6]([CH2:12][C:13]2[CH:14]=[CH:15][C:16]([C:22]3[CH:27]=[CH:26][CH:25]=[C:24]([O:28][CH3:29])[CH:23]=3)=[C:17]([CH:21]=2)[C:18](O)=[O:19])[C:7](=[O:11])[C:8]=1[O:9][CH3:10].[NH:32]1[CH2:37][CH2:36][CH2:35][CH2:34][CH2:33]1.CCN=C=NCCCN(C)C.Cl>C(Cl)Cl.CN(C)C1C=CN=CC=1>[CH3:1][O:2][C:3]1[C:4](=[O:31])[C:5]([CH3:30])=[C:6]([CH2:12][C:13]2[CH:14]=[CH:15][C:16]([C:22]3[CH:27]=[CH:26][CH:25]=[C:24]([O:28][CH3:29])[CH:23]=3)=[C:17]([CH:21]=2)[C:18]([N:32]2[CH2:37][CH2:36][CH2:35][CH2:34][CH2:33]2)=[O:19])[C:7](=[O:11])[C:8]=1[O:9][CH3:10] |f:2.3|. Product: COC=1C(C(=C(C(C1OC)=O)CC=1C=CC(=C(C(=O)N2CCCCC2)C1)C1=CC(=CC=C1)OC)C)=O (N-[5-(5,6-Dimethoxy-3-methyl-1,4-benzoquinon-2-yl)methyl-2-(3-methoxyphenyl)benzoyl]-piperidine). Conditions: time 6 hour. The reagents and catalysts are CN(C1=CC=NC=C1)C (4-dimethylaminopyridine). Reactants: CCN=C=NCCCN(C)C.Cl (WSC HCl), COC=1C(C(=C(C(C1OC)=O)CC=1C=CC(=C(C(=O)O)C1)C1=CC(=CC=C1)OC)C)=O (5-(5,6-Dimethoxy-3-methyl-1,4-benzoquinon-2-yl)methyl-2-(3-methoxyphenyl)benzoic acid), N1CCCCC1 (piperidine). Isolated yield 50.1%. Procedure: 5-(5,6-Dimethoxy-3-methyl-1,4-benzoquinon-2-yl)methyl-2-(3-methoxyphenyl)benzoic acid (100 mg, 0.2369 mmol) and piperidine (40 mg, 0.4705 mmol) were dissolved in methylene chloride (20 ml), then 4-dimethylaminopyridine (6 mg, 0.0491 mmol) and WSC-HCl (136 mg, 0.7094 mmol) were added thereto and the mixture was stirred for 6 hours at room temperature. The reaction solution was washed with water and dried and the solvent was evaporated therefrom. The residue was purified by silica gel column chrom... The solvent is C(Cl)Cl (methylene chloride). Reactants: CCOC(=O)CC(C)(C)C(Br)CC(Cl)(Cl)Cl, [Na], C1CCOC1, O. Yields the product CCOC(=O)CC(C)(C)C=CC(Cl)(Cl)Cl. Reaction SMILES: [Br:1][CH:2]([C:3]([CH2:4][C:5](=[O:6])[O:7][CH2:8][CH3:9])([CH3:10])[CH3:11])[CH2:12][C:13]([Cl:14])([Cl:15])[Cl:16].[Na:17].[O:19]1[CH2:20][CH2:21][CH2:22][CH2:23]1.[OH2:18]>>[CH:2]([C:3]([CH2:4][C:5](=[O:6])[O:7][CH2:8][CH3:9])([CH3:10])[CH3:11])=[CH:12][C:13]([Cl:14])([Cl:15])[Cl:16].